From a dataset of the Open Reaction Database (ORD), a public repository of structured organic reaction records. describe an organic reaction: reactants, conditions, products, and yield Reactants: CCO, CC1(c2cnc(Cn3cc([N+](=O)[O-])cn3)s2)OCCO1, [Cl-], [Fe], N#N, [NH4+], O. Product: CC1(c2cnc(Cn3cc(N)cn3)s2)OCCO1. Reaction SMILES: [CH3:25][CH2:26][OH:27].[CH3:3][C:4]1([c:9]2[cH:10][n:11][c:12]([CH2:14][n:15]3[n:16][cH:17][c:18]([N+:20]([O-:21])=[O:22])[cH:19]3)[s:13]2)[O:5][CH2:6][CH2:7][O:8]1.[Cl-:23].[Fe:29].[N:1]#[N:2].[NH4+:24].[OH2:28]>>[CH3:3][C:4]1([c:9]2[cH:10][n:11][c:12]([CH2:14][n:15]3[n:16][cH:17][c:18]([NH2:20])[cH:19]3)[s:13]2)[O:5][CH2:6][CH2:7][O:8]1. Starting materials: [Al+3], CC(=O)N1CCC2(CC1)NC1=CC=CCC1=C1N=c3ccccc3=C12, C1CCOC1, C1CCOC1, [H-], [H-], [H-], [H-], [Li+]. Product: CCN1CCC2(CC1)NC1=CC=CCC1=C1N=c3ccccc3=C12. Reaction SMILES: [Al+3:27].[C:1]([CH3:2])(=[O:3])[N:4]1[CH2:5][CH2:6][C:7]2([NH:8][C:9]3=[CH:10][CH:11]=[CH:12][CH2:13][C:14]3=[C:15]3[C:16]2=[c:17]2[cH:18][cH:19][cH:20][cH:21][c:22]2=[N:23]3)[CH2:24][CH2:25]1.[CH2:32]1[O:33][CH2:34][CH2:35][CH2:36]1.[CH2:37]1[O:38][CH2:39][CH2:40][CH2:41]1.[H-:26].[H-:29].[H-:30].[H-:31].[Li+:28]>>[CH2:1]([CH3:2])[N:4]1[CH2:5][CH2:6][C:7]2([NH:8][C:9]3=[CH:10][CH:11]=[CH:12][CH2:13][C:14]3=[C:15]3[C:16]2=[c:17]2[cH:18][cH:19][cH:20][cH:21][c:22]2=[N:23]3)[CH2:24][CH2:25]1. The reactants are [Cl-].[NH4+] (ammonium chloride), C(CCC)[Li] (n-butyl lithium), CCCCCC (n-hexane), C(C)(C)(C)C1=CC=C(CN(C)CC2=CC(=CC(=C2)Br)Br)C=C1 (N-(4-tert-Butylbenzyl)-N-methyl-(3,5-dibromobenzyl)amine), O1CCCC1 (tetrahydrofuran). Run in O (water), CC(=O)C (acetone). Reaction conditions: temperature -78 celsius, time 10 minute. Product: BrC=1C=C(C=C(C1)CN(C)CC1=CC=C(C=C1)C(C)(C)C)C(C)(C)O (2-[3-Bromo-5-{N-(4-tert-Butylbenzyl)-N-methylaminomethyl}phenyl]-2-propanol). Yield: 77.7%. As a reaction SMILES: [C:1]([C:5]1[CH:22]=[CH:21][C:8]([CH2:9][N:10]([CH2:12][C:13]2[CH:18]=[C:17]([Br:19])[CH:16]=[C:15](Br)[CH:14]=2)[CH3:11])=[CH:7][CH:6]=1)([CH3:4])([CH3:3])[CH3:2].[CH2:23]([Li])[CH2:24][CH2:25]C.CCCCCC.[Cl-].[NH4+].[O:36]1CCCC1>O.CC(C)=O>[Br:19][C:17]1[CH:16]=[C:15]([C:24]([OH:36])([CH3:25])[CH3:23])[CH:14]=[C:13]([CH2:12][N:10]([CH2:9][C:8]2[CH:21]=[CH:22][C:5]([C:1]([CH3:2])([CH3:3])[CH3:4])=[CH:6][CH:7]=2)[CH3:11])[CH:18]=1 |f:3.4|. Procedure: Compound 139 (4.21 g; 9.90 mmol) was dissolved in tetrahydrofuran (40 ml). While the solution was stirred at −78° C. under nitrogen atmosphere, n-butyl lithium in n-hexane (1.63 M: 6.1 ml; 9.94 mmol) was added dropwise. After 10 minutes, acetone (1.5 ml) was added dropwise thereto, and the mixture was gradually brought to room temperature. Saturated aqueous ammonium chloride solution was added dropwise to the mixture, and water was added thereto, followed by extraction with diethyl ether (100 ml... Starting materials: Cc1nc(-c2ccccc2)n2nc(S(C)(=O)=O)ncc12, CSc1ncc2c(C)nc(-c3ccccc3)n2n1, COc1ccc(N)cc1, C1CCOC1, Cc1ccc(S(=O)(=O)O)cc1. The product is COc1ccc(Nc2ncc3c(C)nc(-c4ccccc4)n3n2)cc1. Reaction SMILES: [CH3:19][c:20]1[n:21][c:22](-[c:23]2[cH:24][cH:25][cH:26][cH:27][cH:28]2)[n:29]2[c:30]1[cH:31][n:32][c:33]([S:34]([CH3:35])(=[O:36])=[O:37])[n:38]2.[CH3:1][c:2]1[n:3][c:4](-[c:13]2[cH:14][cH:15][cH:16][cH:17][cH:18]2)[n:5]2[n:6][c:7]([S:11][CH3:12])[n:8][cH:9][c:10]12.[CH3:39][O:40][c:41]1[cH:42][cH:43][c:44]([NH2:47])[cH:45][cH:46]1.[O:59]1[CH2:60][CH2:61][CH2:62][CH2:63]1.[c:48]1([CH3:49])[cH:50][cH:51][c:52]([S:53]([OH:54])(=[O:55])=[O:56])[cH:57][cH:58]1>>[CH3:1][c:2]1[n:3][c:4](-[c:13]2[cH:14][cH:15][cH:16][cH:17][cH:18]2)[n:5]2[n:6][c:7]([NH:47][c:44]3[cH:43][cH:42][c:41]([O:40][CH3:39])[cH:46][cH:45]3)[n:8][cH:9][c:10]12. Reactants: C=CC1=CC=CC=C1 (styrene), C(C(=C)C)(=O)O (methacrylic acid). Yields the product C(=CC1=CC=CC=C1)CC(C(=O)O)=C (styrene-methacrylic acid). RXN SMILES: [CH2:1]=[CH:2][C:3]1[CH:8]=[CH:7][CH:6]=[CH:5][CH:4]=1.[C:9]([OH:14])(=[O:13])[C:10]([CH3:12])=[CH2:11]>>[CH:1]([CH2:12][C:10](=[CH2:11])[C:9]([OH:14])=[O:13])=[CH:2][C:3]1[CH:8]=[CH:7][CH:6]=[CH:5][CH:4]=1. Procedure: In a similar manner to that employed for the copolymer (a-2-1), except that the charged amounts of styrene and methacrylic acid were changed to 74.4% by mass and 5.6% by mass, respectively, a styrene-methacrylic acid copolymer (a-2-2) was obtained. The reactants are ClC1=C(COC=2C=C3C(=CN(C3=CC2)CCCC#N)C(CC)=O)C(=CC=C1)Cl (4-[5-(2,6-dichlorobenzyloxy)-3-propionyl-indol-1-yl]butyronitrile), N(=[N+]=[N-])[Si](C)(C)C (azidotrimethylsilane), C(CCC)[Sn](CCCC)=O (dibutyltin oxide). Run in C1(=CC=CC=C1)C (toluene). Yields the product ClC1=C(COC=2C=C3C(=CN(C3=CC2)CCCC2=NN=NN2)C(CC)=O)C(=CC=C1)Cl (1-{5-(2,6-Dichlorobenzyloxy)-1-[3-(1H-tetrazol-5-yl)propyl]-1H-indol-3-yl}propan-1-one). Isolated yield 46.4%. Reaction SMILES: [Cl:1][C:2]1[CH:27]=[CH:26][CH:25]=[C:24]([Cl:28])[C:3]=1[CH2:4][O:5][C:6]1[CH:7]=[C:8]2[C:12](=[CH:13][CH:14]=1)[N:11]([CH2:15][CH2:16][CH2:17][C:18]#[N:19])[CH:10]=[C:9]2[C:20](=[O:23])[CH2:21][CH3:22].[N:29]([Si](C)(C)C)=[N+:30]=[N-:31].C([Sn](=O)CCCC)CCC>C1(C)C=CC=CC=1>[Cl:1][C:2]1[CH:27]=[CH:26][CH:25]=[C:24]([Cl:28])[C:3]=1[CH2:4][O:5][C:6]1[CH:7]=[C:8]2[C:12](=[CH:13][CH:14]=1)[N:11]([CH2:15][CH2:16][CH2:17][C:18]1[NH:31][N:30]=[N:29][N:19]=1)[CH:10]=[C:9]2[C:20](=[O:23])[CH2:21][CH3:22]. Procedure: To a solution of 4-[5-(2,6-dichlorobenzyloxy)-3-propionyl-indol-1-yl]butyronitrile (0.034 g, 0.08 mmol) in toluene (3 mL) was added azidotrimethylsilane (0.033 mL, 0.25 mmol) and dibutyltin oxide (0.006 g, 0.02 mmol). The reaction was refluxed for 16 h. The solvent was removed under reduced pressure and the crude product was purified by HPLC to yield a white solid (0.017 g, 46%). MS(ES) m/e 458.0 [M+H]+.